Dataset: the Open Reaction Database (ORD), a public repository of structured organic reaction records. Task: describe an organic reaction: reactants, conditions, products, and yield Starting materials: ClC1=C(C=CC(=C1)Cl)O (2,4-dichlorophenol), C(C1=CC=CC=C1)(=O)NC1=C(C(=O)OC(C)(C)C)C=CC(=C1)Br (tert-butyl 2-(benzamido)-4-bromobenzoate), 2-(di-tert-butylphosphine) 2′,4′,6′-triisopropylbiphenyl, C(CC(O)(C(=O)O)CC(=O)O)(=O)O (citric acid), [H-].[Na+] (sodium hydride), ClC1=C(C=CC(=C1)Cl)O (2,4-dichlorophenol), [H-].[Na+] (sodium hydride), C(C)(C)(C)P(C1=C(C=CC=C1)C1=C(C=C(C=C1C(C)C)C(C)C)C(C)C)C(C)(C)C (2-(di-tert-butylphosphino)-2′, 4′,6′-triisopropylbiphenyl). Reagents/catalysts: C=1C=CC(=CC1)/C=C/C(=O)/C=C/C2=CC=CC=C2.C=1C=CC(=CC1)/C=C/C(=O)/C=C/C2=CC=CC=C2.C=1C=CC(=CC1)/C=C/C(=O)/C=C/C2=CC=CC=C2.[Pd].[Pd] (tris(dibenzylideneacetone)dipalladium(0)), C=1C=CC(=CC1)/C=C/C(=O)/C=C/C2=CC=CC=C2.C=1C=CC(=CC1)/C=C/C(=O)/C=C/C2=CC=CC=C2.C=1C=CC(=CC1)/C=C/C(=O)/C=C/C2=CC=CC=C2.[Pd].[Pd] (tris(dibenzylideneacetone)dipalladium(0)). Run in C1(=CC=CC=C1)C (toluene), C(C)(=O)OCC (ethyl acetate). Yields the product C(C1=CC=CC=C1)(=O)NC1=C(C(=O)OC(C)(C)C)C=CC(=C1)OC1=C(C=C(C=C1)Cl)Cl (tert-butyl 2-(benzamido)-4-(2,4-dichlorophenoxy)benzoate). As a reaction SMILES: [Cl:1][C:2]1[CH:7]=[C:6]([Cl:8])[CH:5]=[CH:4][C:3]=1[OH:9].[H-].[Na+].[C:12]([NH:20][C:21]1[CH:33]=[C:32](Br)[CH:31]=[CH:30][C:22]=1[C:23]([O:25][C:26]([CH3:29])([CH3:28])[CH3:27])=[O:24])(=[O:19])[C:13]1[CH:18]=[CH:17][CH:16]=[CH:15][CH:14]=1.C(P(C(C)(C)C)C1C=CC=CC=1C1C(C(C)C)=CC(C(C)C)=CC=1C(C)C)(C)(C)C.C(O)(=O)CC(CC(O)=O)(C(O)=O)O>C1C=CC(/C=C/C(/C=C/C2C=CC=CC=2)=O)=CC=1.C1C=CC(/C=C/C(/C=C/C2C=CC=CC=2)=O)=CC=1.C1C=CC(/C=C/C(/C=C/C2C=CC=CC=2)=O)=CC=1.[Pd].[Pd].C(OCC)(=O)C.C1(C)C=CC=CC=1>[C:12]([NH:20][C:21]1[CH:33]=[C:32]([O:9][C:3]2[CH:4]=[CH:5][C:6]([Cl:8])=[CH:7][C:2]=2[Cl:1])[CH:31]=[CH:30][C:22]=1[C:23]([O:25][C:26]([CH3:28])([CH3:29])[CH3:27])=[O:24])(=[O:19])[C:13]1[CH:14]=[CH:15][CH:16]=[CH:17][CH:18]=1 |f:1.2,6.7.8.9.10|. Procedure details: 91 mg of 2,4-dichlorophenol was added to 2.1 mL of toluene suspension containing 22 mg of 60% sodium hydride at room temperature, and the resulting mixture was heated to reflux under nitrogen atmosphere for 15 minutes. After the reaction mixture was cooled to room temperature, 70 mg of tert-butyl 2-(benzamido)-4-bromobenzoate, 4.7 mg of 2-(di-tert-butylphosphine)-2′,4′,6′-triisopropylbiphenyl and 6.8 mg of tris(dibenzylideneacetone)dipalladium(0) were added and the resulting mixture was heated t... Yields the product C(=O)(OCC1=CC=CC=C1)N1[C@H](C(=O)O)CCC1 (N-Cbz-L-proline). Reported procedure: L-Proline (10 g, 86.6 mmol) was dissolved in 66 mL of 2N NaOH and cooled to 0° C. To this solution were slowly and simultaneously added 34.35 mL of a solution of phenyl chloroformate in toluene (104.2 mmol) and 33 mL of 4N NaOH, over a period of 1 hr, while maintaining the reaction temperature at 0° C. and the pH above 7. After all reactants were added, the reaction was stirred for 6 hr at room temperature. The solution was then extracted with ether. The remaining aqueous layer was neutralized t... Isolated yield 98.0%. As a reaction SMILES: [NH:1]1[CH2:8][CH2:7][CH2:6][C@H:2]1[C:3]([OH:5])=[O:4].Cl[C:10]([O:12]C1C=CC=CC=1)=[O:11].[C:19]1([CH3:25])[CH:24]=[CH:23][CH:22]=[CH:21][CH:20]=1>[OH-].[Na+]>[C:10]([N:1]1[CH2:8][CH2:7][CH2:6][C@H:2]1[C:3]([OH:5])=[O:4])([O:12][CH2:25][C:19]1[CH:24]=[CH:23][CH:22]=[CH:21][CH:20]=1)=[O:11] |f:3.4|. Run at temperature 0 celsius, time 6 hour. Reactants: N1[C@H](C(=O)O)CCC1 (L-Proline), solution, ClC(=O)OC1=CC=CC=C1 (phenyl chloroformate), C1(=CC=CC=C1)C (toluene). Run in [OH-].[Na+] (NaOH), [OH-].[Na+] (NaOH).